This data is from the Open Reaction Database (ORD), a public repository of structured organic reaction records. The task is: describe an organic reaction: reactants, conditions, products, and yield The reactants are COC1=CC=C2CCC=C(C2=C1)NCC1=CC=CC=C1 (3,4-dihydro-7-methoxy-N-(phenylmethyl)-1-naphthalenamine). The reagents and catalysts are [Pd] (palladium on carbon). Run in C1(=CC=CC=C1)OC1=CC=CC=C1 (diphenyl ether). Product: COC1=CC=C2C=CC=C(C2=C1)N (7-methoxy-1-naphthalenamine). The yield is 76.1%. Reaction SMILES: [CH3:1][O:2][C:3]1[CH:12]=[C:11]2[C:6]([CH2:7][CH2:8][CH:9]=[C:10]2[NH:13]CC2C=CC=CC=2)=[CH:5][CH:4]=1>C1(OC2C=CC=CC=2)C=CC=CC=1.[Pd]>[CH3:1][O:2][C:3]1[CH:12]=[C:11]2[C:6]([CH:7]=[CH:8][CH:9]=[C:10]2[NH2:13])=[CH:5][CH:4]=1. Reported procedure: To a solution of crude title compound of Step A (42.1 g) in diphenyl ether (320 mL) was added 10% palladium on carbon (17.8 g). The heterogeneous black mixture was heated at reflux for 5 h under N2 while stirring. The reaction mixture was allowed to cool to room temperature and filtered. The filtrate was acidified with concentrated HCl and the resulting white precipitate was collected by filtration, washed with CH2Cl2, dissolved in water and treated with 50% aqueous NaOH until basic. The aqueous...